Dataset: the Open Reaction Database (ORD), a public repository of structured organic reaction records. Task: describe an organic reaction: reactants, conditions, products, and yield Starting materials: O (water), NC=1N=C(C2=C(N1)N=CC(=C2)CCC2=CC=C(C(=O)OC)C=C2)O (methyl 4-[2-(2-amino-4-hydroxypyrido[2,3,d]pyrimidin-6-yl)ethyl]benzoate), [OH-].[Na+] (sodium hydroxide), C(C)(=O)O (acetic acid). The solvent is CO (methanol). Reaction conditions: time 36 hour. Product: NC=1N=C(C2=C(N1)N=CC(=C2)CCC2=CC=C(C(=O)O)C=C2)O (4-[2-(2-amino-4-hydroxypyrido[2,3-d]pyrimidin-6-yl)ethyl]benzoic acid). Reaction SMILES: [NH2:1][C:2]1[N:3]=[C:4]([OH:24])[C:5]2[CH:11]=[C:10]([CH2:12][CH2:13][C:14]3[CH:23]=[CH:22][C:17]([C:18]([O:20]C)=[O:19])=[CH:16][CH:15]=3)[CH:9]=[N:8][C:6]=2[N:7]=1.[OH-].[Na+].C(O)(=O)C.O>CO>[NH2:1][C:2]1[N:3]=[C:4]([OH:24])[C:5]2[CH:11]=[C:10]([CH2:12][CH2:13][C:14]3[CH:23]=[CH:22][C:17]([C:18]([OH:20])=[O:19])=[CH:16][CH:15]=3)[CH:9]=[N:8][C:6]=2[N:7]=1 |f:1.2|. Procedure details: A mixture of 0.46 g of methyl 4-[2-(2-amino-4-hydroxypyrido[2,3,d]pyrimidin-6-yl)ethyl]benzoate and 30 mL of 1N sodium hydroxide is stirred at room temperature for 36 hours and then acidified with glacial acetic acid. The resulting suspension is centrifuged with fresh water several times and then combined with methanol. The water is removed azeotropically under reduced pressure to yield 4-[2-(2-amino-4-hydroxypyrido[2,3-d]pyrimidin-6-yl)ethyl]benzoic acid, m.p. >300° C.; IR (KBr) ν max 3220, 285... Reactants: C(CC)(=O)NC1=CC=C(C(=O)[C@@H]2[C@@H](C2)C(=O)O)C=C1 (cis-2-(p-propionylaminobenzoyl)-cyclopropanecarboxylic acid), O.NN (hydrazine hydrate). The solvent is C(C)O (ethanol). Product: C(CC)(=O)NC1=CC=C(C=C1)C=1C2CC2C(NN1)=O (2-(p-propionylaminophenyl)-3,4-diaza-bicyclo[4.1.0]hept-2-en-5-one). Isolated yield 81.8%. Reaction SMILES: [C:1]([NH:5][C:6]1[CH:19]=[CH:18][C:9]([C:10]([C@H:12]2[CH2:14][C@H:13]2[C:15](O)=[O:16])=O)=[CH:8][CH:7]=1)(=[O:4])[CH2:2][CH3:3].O.[NH2:21][NH2:22]>C(O)C>[C:1]([NH:5][C:6]1[CH:19]=[CH:18][C:9]([C:10]2[CH:12]3[CH:13]([C:15](=[O:16])[NH:21][N:22]=2)[CH2:14]3)=[CH:8][CH:7]=1)(=[O:4])[CH2:2][CH3:3] |f:1.2|. Reported procedure: 1.0 g (3.8 millimoles) of cis-2-(p-propionylaminobenzoyl)-cyclopropanecarboxylic acid, 0.22 g (4.4 millimoles) of hydrazine hydrate and 20 ml of ethanol are refluxed for 5 hours. After filtering off the product at 25° C. and drying it under reduced pressure at 50° C., 0.8 g (81% of theory) of 2-(p-propionylaminophenyl)-3,4-diaza-bicyclo[4.1.0]hept-2-en-5-one are obtained as almost colorless crystals, of melting point 268°-270° C. Starting materials: [H-].[Na+] (sodium hydride), resultant mixture, ClC=1C=C2C(C(=C(C(C2=CC1)=O)O)O)=O (6-Chloro-2,3-dihydroxy-1,4-naphthoquinone), BrCCBr (1,2-dibromoethane). Solvent: CN(C=O)C (dimethylformamide), O (water). Run at time 1 hour. Product: ClC=1C=C2C(C3=C(C(C2=CC1)=O)OCCO3)=O (6-chloro-2,3-ethylenedioxy-1,4-naphthoquinone). Reaction SMILES: [Cl:1][C:2]1[CH:3]=[C:4]2[C:9](=[CH:10][CH:11]=1)[C:8](=[O:12])[C:7]([OH:13])=[C:6]([OH:14])[C:5]2=[O:15].[H-].[Na+].Br[CH2:19][CH2:20]Br>CN(C)C=O.O>[Cl:1][C:2]1[CH:3]=[C:4]2[C:9](=[CH:10][CH:11]=1)[C:8](=[O:12])[C:7]1[O:13][CH2:19][CH2:20][O:14][C:6]=1[C:5]2=[O:15] |f:1.2|. Procedure: 6-Chloro-2,3-dihydroxy-1,4-naphthoquinone (11.25 g) dissolved in dry dimethylformamide (100 ml) is treated with washed sodium hydride (2.64 g) in small portions under a blanket of nitrogen. After stirring 1 hour at room temperature, 1,2-dibromoethane (4.3 ml) is added via a syringe over 1 hour. The resultant mixture is warmed to 60° C. overnight, then cooled and diluted with water (500 ml) to afford 6-chloro-2,3-ethylenedioxy-1,4-naphthoquinone. The reactants are CCOC(C)OC(COc1ccccc1)C1CCC(c2ccccc2)(N(C)C)CC1, CC(C)=O, Cl, [Na+], [OH-]. Product: CN(C)C1(c2ccccc2)CCC(C(O)COc2ccccc2)CC1. Reaction SMILES: [CH2:2]([O:3][CH:4]([CH3:5])[O:7][CH:8]([CH2:9][O:10][c:11]1[cH:12][cH:13][cH:14][cH:15][cH:16]1)[CH:17]1[CH2:18][CH2:19][C:20]([c:23]2[cH:24][cH:25][cH:26][cH:27][cH:28]2)([N:29]([CH3:30])[CH3:31])[CH2:21][CH2:22]1)[CH3:6].[CH3:34][C:35](=[O:36])[CH3:37].[ClH:1].[Na+:33].[OH-:32]>>[OH:7][CH:8]([CH2:9][O:10][c:11]1[cH:12][cH:13][cH:14][cH:15][cH:16]1)[CH:17]1[CH2:18][CH2:19][C:20]([c:23]2[cH:24][cH:25][cH:26][cH:27][cH:28]2)([N:29]([CH3:30])[CH3:31])[CH2:21][CH2:22]1.